Task: describe an organic reaction: reactants, conditions, products, and yield. Dataset: the Open Reaction Database (ORD), a public repository of structured organic reaction records Reactants: ClCOCCBr, O=[N+]([O-])C([N+](=O)[O-])[N+](=O)[O-], [K]. Product: O=[N+]([O-])C(COCCBr)([N+](=O)[O-])[N+](=O)[O-]. RXN SMILES: [Br:1][CH2:2][CH2:3][O:4][CH2:5][Cl:6].[CH:7]([N+:8](=[O:9])[O-:10])([N+:11](=[O:12])[O-:13])[N+:14](=[O:15])[O-:16].[K:17]>>[Br:1][CH2:2][CH2:3][O:4][CH2:5][C:7]([N+:8](=[O:9])[O-:10])([N+:11](=[O:12])[O-:13])[N+:14](=[O:15])[O-:16].